From a dataset of the Open Reaction Database (ORD), a public repository of structured organic reaction records. describe an organic reaction: reactants, conditions, products, and yield Starting materials: COc1ccc(Cn2nc(I)c3c(O)ccnc32)cc1, CO, O=[N+]([O-])c1cc(F)c(F)cc1Cl, [K+], [K+], O=C([O-])[O-], CN(C)C=O, O. The product is COc1ccc(Cn2nc(I)c3c(Oc4cc(Cl)c([N+](=O)[O-])cc4F)ccnc32)cc1. RXN SMILES: [CH3:13][O:14][c:15]1[cH:16][cH:17][c:18]([CH2:19][n:20]2[n:21][c:22]([I:30])[c:23]3[c:24]2[n:25][cH:26][cH:27][c:28]3[OH:29])[cH:31][cH:32]1.[CH3:45][OH:46].[Cl:1][c:2]1[c:3]([N+:10](=[O:11])[O-:12])[cH:4][c:5]([F:9])[c:6]([F:8])[cH:7]1.[K+:33].[K+:34].[O-:35][C:36]([O-:37])=[O:38].[O:39]=[CH:40][N:41]([CH3:42])[CH3:43].[OH2:44]>>[Cl:1][c:2]1[c:3]([N+:10](=[O:11])[O-:12])[cH:4][c:5]([F:9])[c:6]([O:29][c:28]2[c:23]3[c:22]([I:30])[n:21][n:20]([CH2:19][c:18]4[cH:17][cH:16][c:15]([O:14][CH3:13])[cH:32][cH:31]4)[c:24]3[n:25][cH:26][cH:27]2)[cH:7]1. Starting materials: [Br-], CCI, COCCOC, Cc1c(Cl)c(O)nc2sc(C(=O)NC3CC3)c(N)c12, [H-], [Li+], [Na+], CN(C)C=O. Yields the product CCOc1nc2sc(C(=O)NC3CC3)c(N)c2c(C)c1Cl. Reaction SMILES: [Br-:23].[CH2:24]([CH3:25])[I:26].[CH3:27][O:28][CH2:29][CH2:30][O:31][CH3:32].[CH:3]1([NH:6][C:7](=[O:8])[c:9]2[c:10]([NH2:21])[c:11]3[c:12]([n:13][c:14]([OH:19])[c:15]([Cl:18])[c:16]3[CH3:17])[s:20]2)[CH2:4][CH2:5]1.[H-:1].[Li+:22].[Na+:2].[O:33]=[CH:34][N:35]([CH3:36])[CH3:37]>>[CH:3]1([NH:6][C:7](=[O:8])[c:9]2[c:10]([NH2:21])[c:11]3[c:12]([n:13][c:14]([O:19][CH2:24][CH3:25])[c:15]([Cl:18])[c:16]3[CH3:17])[s:20]2)[CH2:4][CH2:5]1. The reactants are ClC1=C(C#N)C=CC(=C1)F (2-chloro-4-fluorobenzonitrile), SCCCO (3-mercapto-1-propanol). Yields the product ClC1=C(C#N)C=CC(=C1)SCCCO (2-chloro-4-(3-hydroxypropylthio)benzonitrile). Reaction SMILES: [Cl:1][C:2]1[CH:9]=[C:8](F)[CH:7]=[CH:6][C:3]=1[C:4]#[N:5].[SH:11][CH2:12][CH2:13][CH2:14][OH:15]>>[Cl:1][C:2]1[CH:9]=[C:8]([S:11][CH2:12][CH2:13][CH2:14][OH:15])[CH:7]=[CH:6][C:3]=1[C:4]#[N:5]. Procedure: 4 g of 2-chloro-4-fluorobenzonitrile was used in Procedure Q with 3-mercapto-1-propanol to afford 2-chloro-4-(3-hydroxypropylthio)benzonitrile. 1 g of 2-chloro-4-(3-hydroxypropylthio)benzonitrile was reacted via Procedure T to give 2-chloro-4-(3-hydroxypropylthio)benzoic acid. 1.2 g of 2-chloro-4-(3-hydroxypropylthio)benzoic acid was reacted via Procedure R to yield 2-chloro-4-(2-hydroxypropylsulfonyl)benzoic acid. 75 mg of 4-chloro-3-(pyridin-2-yl)aniline was coupled to 2-chloro-4-(2-hydroxypro... The reactants are Nc1nccc(-c2ccc3noc(-c4cccc(Br)c4)c3c2)n1, CS(C)=O, CCN(C(C)C)C(C)C, CCOC(=O)Cl, C1COCCO1. Product: CCOC(=O)Nc1nccc(-c2ccc3noc(-c4cccc(Br)c4)c3c2)n1. Reaction SMILES: [Br:1][c:2]1[cH:3][c:4](-[c:8]2[c:9]3[c:10]([n:11][o:12]2)[cH:13][cH:14][c:15](-[c:17]2[n:18][c:19]([NH2:23])[n:20][cH:21][cH:22]2)[cH:16]3)[cH:5][cH:6][cH:7]1.[CH3:45][S:46]([CH3:47])=[O:48].[CH:30]([N:31]([CH:32]([CH3:33])[CH3:34])[CH2:35][CH3:36])([CH3:37])[CH3:38].[Cl:24][C:25](=[O:26])[O:27][CH2:28][CH3:29].[O:39]1[CH2:40][CH2:41][O:42][CH2:43][CH2:44]1>>[Br:1][c:2]1[cH:3][c:4](-[c:8]2[c:9]3[c:10]([n:11][o:12]2)[cH:13][cH:14][c:15](-[c:17]2[n:18][c:19]([NH:23][C:25](=[O:26])[O:27][CH2:28][CH3:29])[n:20][cH:21][cH:22]2)[cH:16]3)[cH:5][cH:6][cH:7]1. As a reaction SMILES: [CH3:1][CH:2]([C:5]1[N:10]=[C:9]([N+:11]([O-])=O)[C:8]([OH:14])=[CH:7][CH:6]=1)[CH2:3][CH3:4]>[Pd].CO>[NH2:11][C:9]1[C:8]([OH:14])=[CH:7][CH:6]=[C:5]([CH:2]([CH3:1])[CH2:3][CH3:4])[N:10]=1. The reactants are CC(CC)C1=CC=C(C(=N1)[N+](=O)[O-])O (6-(1-methylpropyl)-3-hydroxy-2-nitropyridine). Reagents/catalysts: [Pd] (palladium on carbon). Product: NC1=NC(=CC=C1O)C(CC)C (2-amino-3-hydroxy-6-(1-methylpropyl)pyridine). Run in CO (methanol). Procedure details: 6-(1-methylpropyl)-3-hydroxy-2-nitropyridine (23 g.) in 450 ml. of methanol is hydrogenated over 1 gm. of 5% palladium on carbon catalyst for 3 hours. The catalyst is removed on a filter and the filtrate is concentrated to dryness to give 2-amino-3-hydroxy-6-(1-methylpropyl)pyridine. The reactants are CC(C)(C)OC(=O)N1CCCn2c(nc3cnc4cc(OCc5ccccc5)ccc4c32)C1, C1COCCO1, CCOCC, ClCCl, Cl. Yields the product c1ccc(COc2ccc3c(c2)ncc2nc4n(c23)CCCNC4)cc1. RXN SMILES: [CH2:2]([c:3]1[cH:4][cH:5][cH:6][cH:7][cH:8]1)[O:9][c:10]1[cH:11][cH:12][c:13]2[c:14]3[c:15]([cH:16][n:17][c:18]2[cH:19]1)[n:20][c:21]1[n:22]3[CH2:23][CH2:24][CH2:25][N:26]([C:28]([O:29][C:30]([CH3:31])([CH3:32])[CH3:33])=[O:34])[CH2:27]1.[CH2:43]1[O:44][CH2:45][CH2:46][O:47][CH2:48]1.[CH3:38][CH2:39][O:40][CH2:41][CH3:42].[Cl:35][CH2:36][Cl:37].[ClH:1]>>[CH2:2]([c:3]1[cH:4][cH:5][cH:6][cH:7][cH:8]1)[O:9][c:10]1[cH:11][cH:12][c:13]2[c:14]3[c:15]([cH:16][n:17][c:18]2[cH:19]1)[n:20][c:21]1[n:22]3[CH2:23][CH2:24][CH2:25][NH:26][CH2:27]1.